Dataset: the Open Reaction Database (ORD), a public repository of structured organic reaction records. Task: describe an organic reaction: reactants, conditions, products, and yield The reactants are C(C(=C)C)(=O)OC1C2OC(C3CC1OC32)=O (3-oxo-2,7-dioxatricyclo[4.2.1.04,8]nonan-9-yl methacrylate), C(C(=C)C)(=O)OC1=C(C(=CC=C1)O)C (3-hydroxy-2-methylphenyl methacrylate). Product: C(C(=C)C)(=O)OC1CCCCC2=C1C=CC=C2 (6,7,8,9-tetrahydro-5H-benzocyclohepten-5-yl methacrylate). RXN SMILES: [C:1]([O:6][CH:7]1C2O[CH:15]3[CH:8]1OC(=O)[CH:11]3C2)(=[O:5])[C:2]([CH3:4])=[CH2:3].C(O[C:23]1[CH:28]=[CH:27][CH:26]=[C:25](O)[C:24]=1[CH3:30])(=O)C(C)=C>>[C:1]([O:6][CH:7]1[C:25]2[CH:26]=[CH:27][CH:28]=[CH:23][C:24]=2[CH2:30][CH2:11][CH2:15][CH2:8]1)(=[O:5])[C:2]([CH3:4])=[CH2:3]. Reported procedure: 3-oxo-2,7-dioxatricyclo[4.2.1.04,8]nonan-9-yl methacrylate:PAG Monomer 1=0.30:0.30:0.30:0.10 Starting materials: C(CN(CC(=O)O)CC(=O)O)N(CC(=O)O)CC(=O)O (Ethylenediaminetetraacetic acid), [Cl-].[Na+] (Sodium chloride). Run in O (H2O). Conditions: temperature 65 celsius, time 1 hour. Yields the product C(CN(CC(=O)O)CC(=O)[O-])N(CC(=O)O)CC(=O)[O-].[Na+].[Na+] (EDTA Disodium Salt). As a reaction SMILES: [CH2:1]([N:12]([CH2:17][C:18]([OH:20])=[O:19])[CH2:13][C:14]([OH:16])=[O:15])[CH2:2][N:3]([CH2:8][C:9]([OH:11])=[O:10])[CH2:4][C:5]([OH:7])=[O:6].[Cl-].[Na+:22]>O>[CH2:2]([N:3]([CH2:8][C:9]([O-:11])=[O:10])[CH2:4][C:5]([OH:7])=[O:6])[CH2:1][N:12]([CH2:17][C:18]([O-:20])=[O:19])[CH2:13][C:14]([OH:16])=[O:15].[Na+:22].[Na+:22] |f:1.2,4.5.6|. Reported procedure: Crude MTC product (MW 373.90, 10.0 g, ˜26.7 mmol) was fully dissolved in H2O (270 cm3). Ethylenediaminetetraacetic acid (EDTA) disodium salt dihydrate (MW 372.24, 1 g, 2.68 mmol, 0.1 equivalents) was added. The mixture was stirred at 65° C. for approximately 1 hour. The mixture was filtered by vacuum filtration. The filtrate was collected. Sodium chloride (NaCl, MW 57.96, 16 g, 0.276 mol, 10 equivalents) was added to the filtrate while stirring. The resulting precipitate was collected by vacuum ... The reactants are BrCC(=CC(C(F)(F)F)=O)OC (5-bromo-1,1,1-trifluoro-4-methoxypent-3-en-2-one), C(C)(=O)[O-].[K+] (potassium acetate), C(C)(=O)O (acetic acid). Reagents/catalysts: [Br-].C(CCC)[N+](CCCC)(CCCC)CCCC (tetrabutylammonium bromide). The solvent is C(C)#N (acetonitrile). Product: C(C)(=O)OCC(=CC(C(F)(F)F)=O)OC (5,5,5-Trifluoro-2-methoxy-4-oxopent-2-en-1-yl acetate). Reaction SMILES: Br[CH2:2][C:3]([O:11][CH3:12])=[CH:4][C:5](=[O:10])[C:6]([F:9])([F:8])[F:7].[C:13]([O-:16])(=[O:15])[CH3:14].[K+].C(O)(=O)C>[Br-].C([N+](CCCC)(CCCC)CCCC)CCC.C(#N)C>[C:13]([O:16][CH2:2][C:3]([O:11][CH3:12])=[CH:4][C:5](=[O:10])[C:6]([F:9])([F:8])[F:7])(=[O:15])[CH3:14] |f:1.2,4.5|. Procedure details: 24.8 g (0.1 mol) of 5-bromo-1,1,1-trifluoro-4-methoxypent-3-en-2-one, 20 g of potassium acetate, 5 g of tetrabutylammonium bromide and 8 g of acetic acid were stirred in 300 ml of acetonitrile at 40° C. for 20 h. The precipitate was filtered off and the solvent was removed completely under reduced pressure. Reactants: NC1=CN=C(C=C1C(=O)O)Cl (5-amino-2-chloroisonicotinic acid), CC(OCC)=O (EA), COC(CCC(=O)O)=O (4-methoxy-4-oxobutanoic acid), C1(=CC=CC=C1)P(=O)(C1=CC=CC=C1)N=[N+]=[N-] (diphenylphosphoryl azide), TEA. Solvent: C1(=CC=CC=C1)C (toluene). Reaction conditions: time 30 minute. The product is ClC=1C=C(C(=O)O)C(=CN1)NC(=O)NCCC(=O)OC (2-chloro-5-(3-(3-methoxy-3-oxopropyl)ureido) isonicotinic acid). The yield is 100.0%. RXN SMILES: [CH3:1][O:2][C:3](=[O:9])[CH2:4][CH2:5]C(O)=O.C1(P([N:24]=[N+]=[N-])(C2C=CC=CC=2)=O)C=CC=CC=1.[NH2:27][C:28]1[C:33]([C:34]([OH:36])=[O:35])=[CH:32][C:31]([Cl:37])=[N:30][CH:29]=1.C[C:39](=[O:43])OCC>C1(C)C=CC=CC=1>[Cl:37][C:31]1[CH:32]=[C:33]([C:28]([NH:27][C:39]([NH:24][CH2:5][CH2:4][C:3]([O:2][CH3:1])=[O:9])=[O:43])=[CH:29][N:30]=1)[C:34]([OH:36])=[O:35]. Reported procedure: To a solution of 4-methoxy-4-oxobutanoic acid (9.7 g, 73.5 mmol) in toluene (368 mL) was added diphenylphosphoryl azide (20.2 g, 73.5 mmol) followed by TEA (12.4 g, 122.7 mmol). The reaction was stirred at RT for 30 min then 5-amino-2-chloroisonicotinic acid (8.47 g, 49 mmol) was added. The reaction was heated at reflux for 6 h, cooled to RT then diluted with EA (300 mL). The mixture was washed with brine (300 mL) and out of the organic layer precipitated a solid which was filtered. The separate...